Dataset: the Open Reaction Database (ORD), a public repository of structured organic reaction records. Task: describe an organic reaction: reactants, conditions, products, and yield Reactants: COC(=O)c1ccc(-c2ccc(O)c(C#N)c2)s1, O=S(=O)(OS(=O)(=O)C(F)(F)F)C(F)(F)F, c1ccncc1. Product: COC(=O)c1ccc(-c2ccc(OS(=O)(=O)C(F)(F)F)c(C#N)c2)s1. As a reaction SMILES: [C:16](#[N:17])[c:18]1[cH:19][c:20](-[c:25]2[cH:26][cH:27][c:28]([C:30](=[O:31])[O:32][CH3:33])[s:29]2)[cH:21][cH:22][c:23]1[OH:24].[F:1][C:2]([S:3](=[O:4])(=[O:5])[O:8][S:9](=[O:10])(=[O:11])[C:12]([F:13])([F:14])[F:15])([F:6])[F:7].[cH:34]1[cH:35][cH:36][n:37][cH:38][cH:39]1>>[O:8]([S:9](=[O:10])(=[O:11])[C:12]([F:13])([F:14])[F:15])[c:23]1[c:18]([C:16]#[N:17])[cH:19][c:20](-[c:25]2[cH:26][cH:27][c:28]([C:30](=[O:31])[O:32][CH3:33])[s:29]2)[cH:21][cH:22]1.